From a dataset of the Open Reaction Database (ORD), a public repository of structured organic reaction records. describe an organic reaction: reactants, conditions, products, and yield The reactants are ClC(Cl)Cl, O=S(=O)(O)Cl, c1ccc2c(c1)OCCO2. The product is O=S(=O)(Cl)c1ccc2c(c1)OCCO2. Reaction SMILES: [CH:16]([Cl:17])([Cl:18])[Cl:19].[Cl:11][S:12](=[O:13])(=[O:14])[OH:15].[O:1]1[CH2:2][CH2:3][O:4][c:5]2[c:6]1[cH:7][cH:8][cH:9][cH:10]2>>[O:1]1[CH2:2][CH2:3][O:4][c:5]2[c:6]1[cH:7][cH:8][c:9]([S:12]([Cl:11])(=[O:13])=[O:14])[cH:10]2. Starting materials: CC(CCCCCC)=O (2-octanone), Cl.NO (hydroxylamine hydrochloride). Solvent: N1=CC=CC=C1 (pyridine). Run at time 5 day. Yields the product CC(CCCCCC)=NO (2-Octanone Oxime). Yield: 87.0%. As a reaction SMILES: [CH3:1][C:2](=O)[CH2:3][CH2:4][CH2:5][CH2:6][CH2:7][CH3:8].Cl.[NH2:11][OH:12]>N1C=CC=CC=1>[CH3:1][C:2](=[N:11][OH:12])[CH2:3][CH2:4][CH2:5][CH2:6][CH2:7][CH3:8] |f:1.2|. Procedure details: In a 50 ml round-bottom flask, a mixture of 2-octanone, hydroxylamine hydrochloride in pyridine was stirred, at room temperature under nitrogen blanket, for five days. The reaction mixture was then concentrated under vacuum to remove most of pyridine. The oil was then dissolved in dichloromethane. The product precipitated on standing. The product was obtained as a white solid in 87% yield.